describe an organic reaction: reactants, conditions, products, and yield From a dataset of the Open Reaction Database (ORD), a public repository of structured organic reaction records. The reactants are COc1ccccc1N1CCN(C(=O)C(Cl)c2ccccc2)CC1, [H-], [Na+], CN(C)C=O, c1ccc2[nH]cnc2c1. The product is COc1ccccc1N1CCN(C(=O)C(c2ccccc2)n2cnc3ccccc32)CC1. As a reaction SMILES: [CH3:12][O:13][c:14]1[c:15]([N:20]2[CH2:21][CH2:22][N:23]([C:26]([CH:27]([c:28]3[cH:29][cH:30][cH:31][cH:32][cH:33]3)[Cl:34])=[O:35])[CH2:24][CH2:25]2)[cH:16][cH:17][cH:18][cH:19]1.[H-:1].[Na+:2].[O:36]=[CH:37][N:38]([CH3:39])[CH3:40].[n:3]1[cH:4][nH:5][c:6]2[c:7]1[cH:8][cH:9][cH:10][cH:11]2>>[n:3]1([CH:27]([C:26]([N:23]2[CH2:22][CH2:21][N:20]([c:15]3[c:14]([O:13][CH3:12])[cH:19][cH:18][cH:17][cH:16]3)[CH2:25][CH2:24]2)=[O:35])[c:28]2[cH:29][cH:30][cH:31][cH:32][cH:33]2)[cH:4][n:5][c:6]2[c:7]1[cH:8][cH:9][cH:10][cH:11]2. Reactants: C(CC)C1=NC=2C(=NC=CN2)N1 (2-propyl-1H-imidazo[4,5-b]pyrazine), BrCC1=CC2=C(/C(/C3=C(OC2)C=C(C=C3)F)=C(\C#N)/C)C=C1 ((E)-2-[8-(bromomethyl)-3-fluorodibenzo[b,e]oxepin-11(6H)-ylidene]propanenitrile). Yields the product FC=1C=CC\2=C(OCC3=C(/C2=C(\C#N)/C)C=CC(=C3)CN3C(=NC=2C3=NC=CN2)CCC)C1 ((E)-2-{3-fluoro-8-[(2-propyl-1H-imidazo[4,5-b]pyrazin-1-yl)methyl]dibenzo[b,e]oxepin-11(6H)-ylidene}propanenitrile). Yield: 73.7%. As a reaction SMILES: [CH2:1]([C:4]1[NH:12][C:7]2=[N:8][CH:9]=[CH:10][N:11]=[C:6]2[N:5]=1)[CH2:2][CH3:3].Br[CH2:14][C:15]1[CH:34]=[CH:33][C:18]2/[C:19](=[C:29](/[CH3:32])\[C:30]#[N:31])/[C:20]3[CH:27]=[CH:26][C:25]([F:28])=[CH:24][C:21]=3[O:22][CH2:23][C:17]=2[CH:16]=1>>[F:28][C:25]1[CH:26]=[CH:27][C:20]2=[C:21]([CH:24]=1)[O:22][CH2:23][C:17]1[CH:16]=[C:15]([CH2:14][N:12]3[C:7]4=[N:8][CH:9]=[CH:10][N:11]=[C:6]4[N:5]=[C:4]3[CH2:1][CH2:2][CH3:3])[CH:34]=[CH:33][C:18]=1/[C:19]/2=[C:29](/[CH3:32])\[C:30]#[N:31]. Reported procedure: [step 2] Using 2-propyl-1H-imidazo[4,5-b]pyrazine (68 mg, 0.42 mmol) obtained in step 1 and (E)-2-[8-(bromomethyl)-3-fluorodibenzo[b,e]oxepin-11(6H)-ylidene]propanenitrile (153 mg, 0.43 mmol) obtained in Reference Example 1, and in the same manner as in Reference Example 1A, the title compound (136 mg, 74%) was obtained. Procedure: To a solution of sodium methanolate (204 mg, 3.8 mmol, 1.4 eq.) in anhydrous ethanol (30 mL) were added, under an argon atmosphere, (5-methoxy-1H-indol-3-yl)-acetonitrile (500 mg, 2.7 mmol, 1.0 eq.) and, after 30 minutes stirring, thiophen-3-carbaldehyde (235 μL, 2.7 mmol, 1.0 eq.). The reaction apparatus was protected from light and the mixture heated at 50° C. for 18 hours. The reaction was allowed to cool to room temperature and then, the solvent was removed under reduced pressure and the cru... Product: COC=1C=C2C(=CNC2=CC1)/C(/C#N)=C/C1=CSC=C1 ((Z)-2-(5-methoxy-1H-indol-3-yl)-3-thiophen-3-yl-acrylonitrile). Reactants: S1C=C(C=C1)C=O (thiophen-3-carbaldehyde), COC=1C=C2C(=CNC2=CC1)CC#N ((5-methoxy-1H-indol-3-yl)-acetonitrile), C[O-].[Na+] (sodium methanolate). As a reaction SMILES: C[O-].[Na+].[CH3:4][O:5][C:6]1[CH:7]=[C:8]2[C:12](=[CH:13][CH:14]=1)[NH:11][CH:10]=[C:9]2[CH2:15][C:16]#[N:17].[S:18]1[CH:22]=[CH:21][C:20]([CH:23]=O)=[CH:19]1>C(O)C.CCCCCCC.C(OCC)C>[CH3:4][O:5][C:6]1[CH:7]=[C:8]2[C:12](=[CH:13][CH:14]=1)[NH:11][CH:10]=[C:9]2/[C:15](=[CH:23]/[C:20]1[CH:21]=[CH:22][S:18][CH:19]=1)/[C:16]#[N:17] |f:0.1|. Reaction conditions: temperature 50 celsius. The solvent is CCCCCCC (heptane), CCCCCCC (heptane), C(C)O (ethanol), C(C)OCC (diethyl ether).